This data is from the Open Reaction Database (ORD), a public repository of structured organic reaction records. The task is: describe an organic reaction: reactants, conditions, products, and yield Starting materials: C(=O)NN (formic acid hydrazide), C(CC)N(C=1C=CC2=C(C(=NCC(N2)=S)C2=C(C=CC=C2)[N+](=O)[O-])C1)CCC (7-(dipropylamino)-1,3-dihydro-5-(o-nitrophenyl)-2H-1,4-benzodiazepine-2-thione). Run in C(C)O (ethanol). Reaction conditions: temperature 250 celsius. Product: C(CC)N(C=1C=CC2=C(C(=NCC=3N2C=NN3)C3=C(C=CC=C3)[N+](=O)[O-])C1)CCC (8-(dipropylamino)-6-(o-nitrophenyl)-4H-s-triazolo[4,3-a][1,4]benzodiazepine). As a reaction SMILES: [CH2:1]([N:4]([CH2:26][CH2:27][CH3:28])[C:5]1[CH:6]=[CH:7][C:8]2[NH:14][C:13](=S)[CH2:12][N:11]=[C:10]([C:16]3[CH:21]=[CH:20][CH:19]=[CH:18][C:17]=3[N+:22]([O-:24])=[O:23])[C:9]=2[CH:25]=1)[CH2:2][CH3:3].[CH:29]([NH:31][NH2:32])=O>C(O)C>[CH2:1]([N:4]([CH2:26][CH2:27][CH3:28])[C:5]1[CH:6]=[CH:7][C:8]2[N:14]3[CH:29]=[N:31][N:32]=[C:13]3[CH2:12][N:11]=[C:10]([C:16]3[CH:21]=[CH:20][CH:19]=[CH:18][C:17]=3[N+:22]([O-:24])=[O:23])[C:9]=2[CH:25]=1)[CH2:2][CH3:3]. Procedure details: In the manner given in Example 2, 7-(dipropylamino)-1,3-dihydro-5-(o-nitrophenyl)-2H-1,4-benzodiazepine-2-thione is heated in ethanol with formic acid hydrazide and the resulting product heated to 250° C. to give 8-(dipropylamino)-6-(o-nitrophenyl)-4H-s-triazolo[4,3-a][1,4]benzodiazepine. Procedure: To ethyl 6-(4-fluorobenzyl)-4-hydroxy-5-oxo-5,6,7,8-tetrahydro-2,6-naphthyridine-1-carboxylate (0.5 gm, 1.09 mmol; see Example 8, Step 4) in glacial acetic acid (25 mL) at room temperature under nitrogen was added, with stirring, aqueous peroxide (30% by wt) (1.24 mL, 10.9 mmol). The reaction was warmed to 100° C. and stirred for 1.5 hours. The reaction was allowed to cool, ethanol (1 mL) was added and volatile components were removed under reduced pressure. The resulting oil was placed under hi... Yields the product FC1=CC=C(CN2C(C3=C(C=[N+](C(=C3CC2)C(=O)OCC)[O-])O)=O)C=C1 (Ethyl 6-(4-fluorobenzyl)-4-hydroxy-5-oxo-5,6,7,8-tetrahydro-2,6-naphthyridine-1-carboxylate 2-oxide). Solvent: C(C)(=O)O (acetic acid). Starting materials: peroxide, FC1=CC=C(CN2C(C=3C(=CN=C(C3CC2)C(=O)OCC)O)=O)C=C1 (Ethyl 6-(4-fluorobenzyl)-4-hydroxy-5-oxo-5,6,7,8-tetrahydro-2,6-naphthyridine-1-carboxylate), C(C)O (ethanol). Reaction SMILES: [F:1][C:2]1[CH:25]=[CH:24][C:5]([CH2:6][N:7]2[CH2:16][CH2:15][C:14]3[C:13]([C:17]([O:19][CH2:20][CH3:21])=[O:18])=[N:12][CH:11]=[C:10]([OH:22])[C:9]=3[C:8]2=[O:23])=[CH:4][CH:3]=1.C([OH:28])C>C(O)(=O)C>[F:1][C:2]1[CH:25]=[CH:24][C:5]([CH2:6][N:7]2[CH2:16][CH2:15][C:14]3[C:9](=[C:10]([OH:22])[CH:11]=[N+:12]([O-:28])[C:13]=3[C:17]([O:19][CH2:20][CH3:21])=[O:18])[C:8]2=[O:23])=[CH:4][CH:3]=1. Run at temperature 100 celsius, time 16 hour. Reactants: ClC=1C=C(C=CC1Cl)Br (3,4-dichlorobromobenzene), NC=1C=C2[C@H]3[C@H](CN4C2=C(C1)CCC4)CN(C3)C(=O)OC(C)(C)C ((±)-trans tert-butyl 2-amino-5,6,8a,9,11,11a-hexahydro-4H-pyrido[3,2,1-ij]pyrrolo[3,4-c]quinoline-10(8H)-carboxylate). Yields the product ClC=1C=C(C=CC1Cl)NC=1C=C2[C@H]3[C@H](CN4C2=C(C1)CCC4)CNC3 ((±)-trans-N-(3,4-dichlorophenyl)-5,6,8,8a,9,10,11,11a-octahydro-4H-pyrido[3,2,1-ij]pyrrolo[3,4-c]quinolin-2-amine). Reaction SMILES: [Cl:1][C:2]1[CH:3]=[C:4](Br)[CH:5]=[CH:6][C:7]=1[Cl:8].[NH2:10][C:11]1[CH:12]=[C:13]2[C:18]3=[C:19]([CH2:21][CH2:22][CH2:23][N:17]3[CH2:16][C@@H:15]3[CH2:24][N:25](C(OC(C)(C)C)=O)[CH2:26][C@@H:14]23)[CH:20]=1>>[Cl:1][C:2]1[CH:3]=[C:4]([NH:10][C:11]2[CH:12]=[C:13]3[C:18]4=[C:19]([CH2:21][CH2:22][CH2:23][N:17]4[CH2:16][C@@H:15]4[CH2:24][NH:25][CH2:26][C@@H:14]34)[CH:20]=2)[CH:5]=[CH:6][C:7]=1[Cl:8]. Procedure details: Using 3,4-dichlorobromobenzene and following the procedures described in EXAMPLE 72, (±)-trans tert-butyl 2-amino-5,6,8a,9,11,11a-hexahydro-4H-pyrido[3,2,1-ij]pyrrolo[3,4-c]quinoline-10(8H)-carboxylate was converted into the title compound of EXAMPLE 73 as a tan solid. 1H NMR (300 MHz, CDCl3) δ 1.25 (br s, 1H), 1.95 (m, 2H), 2.00 (m, 1H), 2.70 (m, 4H), 2.90 (t, 1H, J=9.7 Hz), 3.10-3.50 (m, 5H), 3.54 (t, 1H, J=9.7 Hz), 5.34 (br s, 1H), 6.42 (s, 1H), 6.51 (m, 1H), 6.59 (s, 1H), 6.83 (d, 1H, J=2.6 ... Reactants: O=C([O-])O, C=CCC1(Nc2ccccc2)CCC2(CC1)OCCO2, CC(C)=O, ClCCl, Cl, [Na+], O. Product: C=CCC1(Nc2ccccc2)CCC(=O)CC1. RXN SMILES: [C:22](=[O:23])([O-:24])[OH:25].[CH2:2]([CH:3]=[CH2:4])[C:5]1([NH:15][c:16]2[cH:17][cH:18][cH:19][cH:20][cH:21]2)[CH2:6][CH2:7][C:8]2([O:9][CH2:12][CH2:11][O:10]2)[CH2:13][CH2:14]1.[CH3:30][C:31](=[O:32])[CH3:33].[Cl:27][CH2:28][Cl:29].[ClH:1].[Na+:26].[OH2:34]>>[CH2:2]([CH:3]=[CH2:4])[C:5]1([NH:15][c:16]2[cH:17][cH:18][cH:19][cH:20][cH:21]2)[CH2:6][CH2:7][C:8](=[O:9])[CH2:13][CH2:14]1. Starting materials: C(CC)N1C(N(C(=CC1=O)OCCC)CC1=CC=C(C=C1)C1=C(C=CC=C1)C1=NN=NN1)=O (3-propyl-6-propyloxy-1-[[2'-(1H-tetrazol-5-yl)biphenyl-4-yl]methyl]pyrimidine-2,4(1H,3H)-dione), C(C(C)(C)C)(=O)OCI (pivaloyloxymethyl iodide), C([O-])(O)=O.[Na+] (sodium bicarbonate). The solvent is CN(C)C=O (DMF). Run at time 20 hour. The product is C(C(C)(C)C)(=O)OCN1N=NN=C1C1=C(C=CC=C1)C1=CC=C(C=C1)CN1C(N(C(C=C1OCCC)=O)CCC)=O (1-[[2'-(N-pivaloyloxymethyltetrazol-5-yl)biphenyl-4-yl]methyl]-3-propyl-6-propyloxypyrimidine-2,4(1H,3H)-dione). The yield is 79.6%. RXN SMILES: [CH2:1]([N:4]1[C:9](=[O:10])[CH:8]=[C:7]([O:11][CH2:12][CH2:13][CH3:14])[N:6]([CH2:15][C:16]2[CH:21]=[CH:20][C:19]([C:22]3[CH:27]=[CH:26][CH:25]=[CH:24][C:23]=3[C:28]3[NH:32][N:31]=[N:30][N:29]=3)=[CH:18][CH:17]=2)[C:5]1=[O:33])[CH2:2][CH3:3].[C:34]([O:40][CH2:41]I)(=[O:39])[C:35]([CH3:38])([CH3:37])[CH3:36].C(=O)(O)[O-].[Na+]>CN(C=O)C>[C:34]([O:40][CH2:41][N:29]1[C:28]([C:23]2[CH:24]=[CH:25][CH:26]=[CH:27][C:22]=2[C:19]2[CH:20]=[CH:21][C:16]([CH2:15][N:6]3[C:7]([O:11][CH2:12][CH2:13][CH3:14])=[CH:8][C:9](=[O:10])[N:4]([CH2:1][CH2:2][CH3:3])[C:5]3=[O:33])=[CH:17][CH:18]=2)=[N:32][N:31]=[N:30]1)(=[O:39])[C:35]([CH3:38])([CH3:37])[CH3:36] |f:2.3|. Procedure details: A mixture of 3-propyl-6-propyloxy-1-[[2'-(1H-tetrazol-5-yl)biphenyl-4-yl]methyl]pyrimidine-2,4(1H,3H)-dione (0.1 g), pivaloyloxymethyl iodide (90 mg) and sodium bicarbonate (35 mg) in DMF (2 ml) was stirred at room temperature for 20 hours. The reaction mixture was evaporated to dryness and the residue was dissolved in chloroform-water. The chloroform layer was dried and evaporated in vacuo to give a syrup. The syrup was column-chromatographed on silica gel to give a colorless syrup (0.1 g, 81%)...